From a dataset of the Open Reaction Database (ORD), a public repository of structured organic reaction records. describe an organic reaction: reactants, conditions, products, and yield Reactants: ClC1=C(C=CC=C1Cl)S(=O)(=O)Cl (2,3-dichloro-benzenesulfonyl chloride), CC1(OB(OC1(C)C)C1=CC=C(C=C1)N)C (4-(4,4,5,5-tetramethyl-[1,3,2]dioxaborolan-2-yl)phenylamine), C(Cl)Cl (DCM). Run in N1=CC=CC=C1 (pyridine). Conditions: time 20 hour. The product is ClC1=C(C=CC=C1Cl)S(=O)(=O)NC1=CC=C(C=C1)B1OC(C(O1)(C)C)(C)C (2,3-Dichloro-N-[4-(4,4,5,5-tetramethyl-[1,3,2]dioxaborolan-2-yl)-phenyl]-benzenesulfonamide). RXN SMILES: [Cl:1][C:2]1[C:7]([Cl:8])=[CH:6][CH:5]=[CH:4][C:3]=1[S:9](Cl)(=[O:11])=[O:10].[CH3:13][C:14]1([CH3:28])[C:18]([CH3:20])([CH3:19])[O:17][B:16]([C:21]2[CH:26]=[CH:25][C:24]([NH2:27])=[CH:23][CH:22]=2)[O:15]1.C(Cl)Cl>N1C=CC=CC=1>[Cl:1][C:2]1[C:7]([Cl:8])=[CH:6][CH:5]=[CH:4][C:3]=1[S:9]([NH:27][C:24]1[CH:23]=[CH:22][C:21]([B:16]2[O:17][C:18]([CH3:20])([CH3:19])[C:14]([CH3:28])([CH3:13])[O:15]2)=[CH:26][CH:25]=1)(=[O:11])=[O:10]. Reported procedure: The title compound was prepared by adding 2,3-dichloro-benzenesulfonyl chloride (11.2 g) and 4-(4,4,5,5-tetramethyl-[1,3,2]dioxaborolan-2-yl)phenylamine (10.0 g) to a reaction vessel containing a magnetic stirring bar, followed by 200 ml dry DCM and 4.1 ml pyridine. The reaction mixture was stirred at RT for 20 h before being cooled on an ice-bath and quenched with 1M aqueous sodium hydroxide solution. The organic phase was separated and the aqueous phase acidified with 2M aqueous hydrochloric a...